This data is from the Open Reaction Database (ORD), a public repository of structured organic reaction records. The task is: describe an organic reaction: reactants, conditions, products, and yield Reactants: C=CCCCCCC(Nc1cc(F)cc(C(F)(F)F)c1)C(=O)OC, [Li+], C1CCOC1, [OH-], O, O. Product: C=CCCCCCC(Nc1cc(F)cc(C(F)(F)F)c1)C(=O)O. Reaction SMILES: [CH3:1][O:2][C:3]([CH:4]([CH2:5][CH2:6][CH2:7][CH2:8][CH2:9][CH:10]=[CH2:11])[NH:12][c:13]1[cH:14][c:15]([C:20]([F:21])([F:22])[F:23])[cH:16][c:17]([F:19])[cH:18]1)=[O:24].[Li+:27].[O:28]1[CH2:29][CH2:30][CH2:31][CH2:32]1.[OH-:26].[OH2:25].[OH2:33]>>[O:2]=[C:3]([CH:4]([CH2:5][CH2:6][CH2:7][CH2:8][CH2:9][CH:10]=[CH2:11])[NH:12][c:13]1[cH:14][c:15]([C:20]([F:21])([F:22])[F:23])[cH:16][c:17]([F:19])[cH:18]1)[OH:24]. The reactants are C(C1=CC=CC=C1)OC1=CC=C2C3=C(C(=NC2=C1)N)N=C1N3CCN(C1)S(=O)(=O)C (3-(Benzyloxy)-9-(methylsulfonyl)-8,9,10,11-tetrahydropyrazino[1′,2′:1,2]imidazo[4,5-c]quinolin-6-amine). Reagents/catalysts: [Pd] (palladium on carbon), [Pd] (palladium on carbon). Solvent: CO (methanol), ClCCl (dichloromethane). Reaction conditions: time 2 day. Yields the product NC1=NC2=CC(=CC=C2C2=C1N=C1N2CCN(C1)S(=O)(=O)C)O (6-amino-9-(methylsulfonyl)-8,9,10,11-tetrahydropyrazino[1′,2′:1,2]imidazo[4,5-c]quinolin-3-ol). Yield: 35.7%. Reaction SMILES: C([O:8][C:9]1[CH:18]=[C:17]2[C:12]([C:13]3[N:22]4[CH2:23][CH2:24][N:25]([S:27]([CH3:30])(=[O:29])=[O:28])[CH2:26][C:21]4=[N:20][C:14]=3[C:15]([NH2:19])=[N:16]2)=[CH:11][CH:10]=1)C1C=CC=CC=1>CO.ClCCl.[Pd]>[NH2:19][C:15]1[C:14]2[N:20]=[C:21]3[CH2:26][N:25]([S:27]([CH3:30])(=[O:29])=[O:28])[CH2:24][CH2:23][N:22]3[C:13]=2[C:12]2[C:17](=[CH:18][C:9]([OH:8])=[CH:10][CH:11]=2)[N:16]=1. Reported procedure: 3-(Benzyloxy)-9-(methylsulfonyl)-8,9,10,11-tetrahydropyrazino[1′,2′:1,2]imidazo[4,5-c]quinolin-6-amine, (3.34 g, 10.0 mmol) prepared as described in Example 368, was dissolved in a mixture of methanol (100 mL) and dichloromethane (100 mL) and transferred to a hydrogenation vessel charged with 10% palladium on carbon (5 g, 47 mmol). The vessel was placed under hydrogen pressure (50 psi, 3.45×105 Pa) and shaken for two days at ambient temperature. An analysis by LC/MS indicated the presence of sta... RXN SMILES: [C:13](=[O:14])([O-:15])[O-:16].[CH2:1]([C:2]#[C:3][CH3:4])[O:5][c:6]1[n:7][cH:8][n:9][c:10]([Cl:12])[cH:11]1.[CH3:20][CH:21]1[CH2:22][NH:23][CH2:24][CH:25]1[CH3:26].[CH3:29][C:30]#[N:31].[Cl-:27].[ClH:19].[K+:17].[K+:18].[NH4+:28]>>[CH2:1]([C:2]#[C:3][CH3:4])[O:5][c:6]1[n:7][cH:8][n:9][c:10]([N:23]2[CH2:22][CH:21]([CH3:20])[CH:25]([CH3:26])[CH2:24]2)[cH:11]1. Starting materials: O=C([O-])[O-], CC#CCOc1cc(Cl)ncn1, CC1CNCC1C, CC#N, [Cl-], Cl, [K+], [K+], [NH4+]. The product is CC#CCOc1cc(N2CC(C)C(C)C2)ncn1. RXN SMILES: [CH2:1]([CH3:2])[O:3][c:4]1[n:5][c:6]([OH:11])[cH:7][c:8]([OH:10])[n:9]1.[CH3:12][O:13][S:14]([O:15][CH3:16])(=[O:17])=[O:18].[Na+:20].[OH-:19]>>[CH2:1]([CH3:2])[O:3][c:4]1[n:5][c:6]([O:11][CH3:12])[cH:7][c:8]([OH:10])[n:9]1. The reactants are CCOc1nc(O)cc(O)n1, COS(=O)(=O)OC, [Na+], [OH-]. Yields the product CCOc1nc(O)cc(OC)n1. Starting materials: [H-].[Na+] (NaH), oil, CC(C(=O)OC)(COC=1C(=NC=CC1)N)C (methyl 2,2-dimethyl-3-(2-aminopyridin-3-yloxy)propanoate). Run in CS(=O)C (DMSO), O (water). Run at time 8 hour. Product: CC1(C(NC2=C(OC1)C=CC=N2)=O)C (3,3-dimethyl-2,3-dihydropyrido[3,2-b][1,4]oxazepin-4(5H)-one). Yield: 91.4%. Reaction SMILES: [H-].[Na+].[CH3:3][C:4]([CH3:18])([CH2:9][O:10][C:11]1[C:12]([NH2:17])=[N:13][CH:14]=[CH:15][CH:16]=1)[C:5](OC)=[O:6]>CS(C)=O.O>[CH3:3][C:4]1([CH3:18])[CH2:9][O:10][C:11]2[CH:16]=[CH:15][CH:14]=[N:13][C:12]=2[NH:17][C:5]1=[O:6] |f:0.1|. Procedure details: NaH (60% in oil 533 mg) was added to a solution of methyl 2,2-dimethyl-3-(2-aminopyridin-3-yloxy)propanoate (8.04, 37 mmol) in DMSO (400 mL) and the mixture stirred overnight at rt. The mixture was diluted with water and separated. The aqueous layer was washed with ethyl acetate and the combined organic phases were dried over magnesium sulfate and evaporated in vacuo to afford the title compound (6.5 g, 94%). 1H NMR (300 MHz, DMSO-d6) δ 9.83 (s, 1H), 7.96 (d, J=4.0 Hz, 1H), 7.37 (d, J=8.0 Hz, 1H...